This data is from the Open Reaction Database (ORD), a public repository of structured organic reaction records. The task is: describe an organic reaction: reactants, conditions, products, and yield Reactants: ClC1=NC(=NC(=N1)C1=CC=C(C=C1)C)C1=CC=C(C=C1)C (2-chloro-4,6-bis(4-methylphenyl)-s-triazine), C(CCCCC)C1=C(C=C(O)C=C1)O (4-hexylresorcinol), Cl (hydrochloric acid), [Cl-].[Al+3].[Cl-].[Cl-] (aluminum chloride). The solvent is C=1(C(=CC=CC1)C)C (xylene). Reaction conditions: temperature 90 celsius. The product is OC1=C(C=C(C(=C1)O)CCCCCC)C1=NC(=NC(=N1)C1=CC=C(C=C1)C)C1=CC=C(C=C1)C (2-(2,4-Dihydroxy-5-hexylphenyl)-4,6-bis(4-methylphenyl)-s-triazine), product. RXN SMILES: Cl[C:2]1[N:7]=[C:6]([C:8]2[CH:13]=[CH:12][C:11]([CH3:14])=[CH:10][CH:9]=2)[N:5]=[C:4]([C:15]2[CH:20]=[CH:19][C:18]([CH3:21])=[CH:17][CH:16]=2)[N:3]=1.[Cl-].[Al+3].[Cl-].[Cl-].[CH2:26]([C:32]1[CH:38]=[CH:37][C:35]([OH:36])=[CH:34][C:33]=1[OH:39])[CH2:27][CH2:28][CH2:29][CH2:30][CH3:31].Cl>C1(C)C(C)=CC=CC=1>[OH:36][C:35]1[CH:34]=[C:33]([OH:39])[C:32]([CH2:26][CH2:27][CH2:28][CH2:29][CH2:30][CH3:31])=[CH:38][C:37]=1[C:2]1[N:7]=[C:6]([C:8]2[CH:13]=[CH:12][C:11]([CH3:14])=[CH:10][CH:9]=2)[N:5]=[C:4]([C:15]2[CH:20]=[CH:19][C:18]([CH3:21])=[CH:17][CH:16]=2)[N:3]=1 |f:1.2.3.4|. Reported procedure: To a 350 mL sulfonation flask equipped with a mechanical stirrer, condenser and a nitrogen atmosphere are charged 29.6 g (100 mmol) of 2-chloro-4,6-bis(4-methylphenyl)-s-triazine, and 100 mL of xylene (mixture of isomers). To the beige suspension are added 11.3 g (85 mmol) of aluminum chloride in one portion. The mixture is warmed to ca. 90° C. for 75 minutes. 21.4 g (110 mmol) of 4-hexylresorcinol are then added in five portions over 45 minutes to the now homogeneous solution. The reaction mixt... Starting materials: CCN=C=NCCCN(C)C (EDCI), O.ON1N=NC2=C1C=CC=C2 (1-hydroxybenzotriazole hydrate), C(C1=CC=CC=C1)(=O)O (benzoic acid), NC1=CC=C(CN2CCC(CC2)CNC(CNC(C2=CC(=CC=C2)C(F)(F)F)=O)=O)C=C1 (1-(4-aminobenzyl)-4-[[N-(3-(trifluoromethyl)benzoyl)glycyl]aminomethyl]piperidine). Run in ClCCl (dichloromethane), C(C)N(CC)CC (triethylamine). Run at temperature 25 celsius, time 16 hour. Yields the product C(C1=CC=CC=C1)(=O)NC1=CC=C(CN2CCC(CC2)CNC(CNC(C2=CC(=CC=C2)C(F)(F)F)=O)=O)C=C1 (1-[4-(benzoylamino)benzyl]-4-[[N-(3-(trifluoromethyl)benzoyl)glycyl]aminomethyl]piperidine). Yield: 36.2%. Reaction SMILES: CCN=C=NCCCN(C)C.O.ON1C2C=CC=CC=2N=N1.[C:23](O)(=[O:30])[C:24]1[CH:29]=[CH:28][CH:27]=[CH:26][CH:25]=1.[NH2:32][C:33]1[CH:63]=[CH:62][C:36]([CH2:37][N:38]2[CH2:43][CH2:42][CH:41]([CH2:44][NH:45][C:46](=[O:61])[CH2:47][NH:48][C:49](=[O:60])[C:50]3[CH:55]=[CH:54][CH:53]=[C:52]([C:56]([F:59])([F:58])[F:57])[CH:51]=3)[CH2:40][CH2:39]2)=[CH:35][CH:34]=1>ClCCl.C(N(CC)CC)C>[C:23]([NH:32][C:33]1[CH:34]=[CH:35][C:36]([CH2:37][N:38]2[CH2:43][CH2:42][CH:41]([CH2:44][NH:45][C:46](=[O:61])[CH2:47][NH:48][C:49](=[O:60])[C:50]3[CH:55]=[CH:54][CH:53]=[C:52]([C:56]([F:59])([F:57])[F:58])[CH:51]=3)[CH2:40][CH2:39]2)=[CH:62][CH:63]=1)(=[O:30])[C:24]1[CH:29]=[CH:28][CH:27]=[CH:26][CH:25]=1 |f:1.2|. Procedure details: EDCI (4.7 mg), 1-hydroxybenzotriazole hydrate (3.3 mg), triethylamine (2.5 mg) and benzoic acid (3.0 mg) were added to a dichloromethane (2.5 mL) solution of 1-(4-aminobenzyl)-4-[[N-(3-(trifluoromethyl)benzoyl)glycyl]aminomethyl]piperidine (10.1 mg, 0.023 mmol), and the resulting mixture was shaken at 25° C. for 16 hours. The reaction mixture was washed with a 2 M aqueous solution of NaOH (2 mL×2) and brine (1 mL) and then filtered through a PTFE membrane filter. The solvent was evaporated under... Starting materials: [Al+3], C1CCOC1, CC1(C)CN(N=O)c2ccc(F)cc21, [H-], [H-], [H-], [H-], [Li+]. Yields the product CC1(C)CN(N)c2ccc(F)cc21. As a reaction SMILES: [Al+3:16].[CH2:21]1[O:22][CH2:23][CH2:24][CH2:25]1.[F:1][c:2]1[cH:3][c:4]2[c:8]([cH:9][cH:10]1)[N:7]([N:11]=[O:12])[CH2:6][C:5]2([CH3:13])[CH3:14].[H-:15].[H-:18].[H-:19].[H-:20].[Li+:17]>>[F:1][c:2]1[cH:3][c:4]2[c:8]([cH:9][cH:10]1)[N:7]([NH2:11])[CH2:6][C:5]2([CH3:13])[CH3:14]. Starting materials: CC1=NC=2C(=NC(=CC2C(=O)OC)N2CCOCC2)N1 (methyl 2-methyl-5-morpholino-3H-imidazo[4,5-b]pyridine-7-carboxylate), O (water), BrCC1=C(C(=CC=C1)Cl)C (1-(bromomethyl)-3-chloro-2-methylbenzene), C(=O)([O-])[O-].[Na+].[Na+] (Na2CO3). The solvent is CN(C)C=O (DMF). Run at temperature 80 celsius, time 5 hour. Yields the product ClC=1C(=C(CN2C(=NC=3C2=NC(=CC3C(=O)OC)N3CCOCC3)C)C=CC1)C (methyl 3-(3-chloro-2-methylbenzyl)-2-methyl-5-morpholino-3H-imidazo[4,5-b]pyridine-7-carboxylate). The yield is 80.0%. RXN SMILES: [CH3:1][C:2]1[NH:20][C:5]2=[N:6][C:7]([N:14]3[CH2:19][CH2:18][O:17][CH2:16][CH2:15]3)=[CH:8][C:9]([C:10]([O:12][CH3:13])=[O:11])=[C:4]2[N:3]=1.Br[CH2:22][C:23]1[CH:28]=[CH:27][CH:26]=[C:25]([Cl:29])[C:24]=1[CH3:30].C([O-])([O-])=O.[Na+].[Na+].O>CN(C=O)C>[Cl:29][C:25]1[C:24]([CH3:30])=[C:23]([CH:28]=[CH:27][CH:26]=1)[CH2:22][N:20]1[C:5]2=[N:6][C:7]([N:14]3[CH2:15][CH2:16][O:17][CH2:18][CH2:19]3)=[CH:8][C:9]([C:10]([O:12][CH3:13])=[O:11])=[C:4]2[N:3]=[C:2]1[CH3:1] |f:2.3.4|. Reported procedure: A mixture of methyl 2-methyl-5-morpholino-3H-imidazo[4,5-b]pyridine-7-carboxylate (200 mg, 0.72 mmol), prepared as described in Example 3, step f, 1-(bromomethyl)-3-chloro-2-methylbenzene (237 mg, 1.08 mmol) and Na2CO3 (153 mg, 1.44 mmol) in DMF (10 mL) was stirred at 80° C. for 5 h. It was cooled to room temperature and poured into water (100 mL). It was extracted with EA (100 mL×2). The combined organic layers were washed with brine (100 mL×3), dried over anhydrous Na2SO4, filtered and concent... Starting materials: solution, CNC (dimethylamine), C(C)(C)(C)C1=CC(=C(C=C1)CC(=O)Cl)OC ((4-Tert-butyl-2-methoxyphenyl)acetyl chloride). Yields the product C(C)(C)(C)C1=CC(=C(C=C1)CC(=O)N(C)C)OC (2-(4-Tert-butyl-2-methoxyphenyl)-N,N-dimethylacetamide). RXN SMILES: [C:1]([C:5]1[CH:10]=[CH:9][C:8]([CH2:11][C:12](Cl)=[O:13])=[C:7]([O:15][CH3:16])[CH:6]=1)([CH3:4])([CH3:3])[CH3:2].[CH3:17][NH:18][CH3:19]>C(Cl)Cl.O1CCCC1>[C:1]([C:5]1[CH:10]=[CH:9][C:8]([CH2:11][C:12]([N:18]([CH3:19])[CH3:17])=[O:13])=[C:7]([O:15][CH3:16])[CH:6]=1)([CH3:4])([CH3:3])[CH3:2]. Reported procedure: The product of Step B was dissolved in 20 mL CH2Cl2 and 5.0 mL of a 2 M solution of dimethylamine in tetrahydrofuran was added. The reaction mixture was stirred overnight at room temperature, and then concentrated in vacuo. The residue was partitioned between 50 mL EtOAc, 20 mL water and 10 mL of 5 N sodium hydroxide. The aqueous layer was separated and re extracted with EtOAc, then the organic layers were combined, dried Na2SO4), filtered and evaporated in vacuo to afford the title compound. Reaction conditions: time 8 hour. Run in O1CCCC1 (tetrahydrofuran), C(Cl)Cl (CH2Cl2).